From a dataset of the Open Reaction Database (ORD), a public repository of structured organic reaction records. describe an organic reaction: reactants, conditions, products, and yield Starting materials: CCCCCCCCCC(=O)Cl, CN(C)c1ccncc1, NS(=O)(=O)c1ccccc1NC(=O)c1cccc(OCc2ccc(C(F)(F)F)cc2)c1, C1CCOC1. The product is CCCCCCCCCC(=O)NS(=O)(=O)c1ccccc1NC(=O)c1cccc(OCc2ccc(C(F)(F)F)cc2)c1. Reaction SMILES: [C:1]([CH2:2][CH2:3][CH2:4][CH2:5][CH2:6][CH2:7][CH2:8][CH2:9][CH3:10])(=[O:11])[Cl:12].[CH3:44][N:45]([CH3:46])[c:47]1[cH:48][cH:49][n:50][cH:51][cH:52]1.[F:13][C:14]([c:15]1[cH:16][cH:17][c:18]([CH2:19][O:20][c:21]2[cH:22][c:23]([C:24](=[O:25])[NH:26][c:27]3[c:28]([S:33]([NH2:34])(=[O:35])=[O:36])[cH:29][cH:30][cH:31][cH:32]3)[cH:37][cH:38][cH:39]2)[cH:40][cH:41]1)([F:42])[F:43].[O:53]1[CH2:54][CH2:55][CH2:56][CH2:57]1>>[C:1]([CH2:2][CH2:3][CH2:4][CH2:5][CH2:6][CH2:7][CH2:8][CH2:9][CH3:10])(=[O:11])[NH:34][S:33]([c:28]1[c:27]([NH:26][C:24]([c:23]2[cH:22][c:21]([O:20][CH2:19][c:18]3[cH:17][cH:16][c:15]([C:14]([F:13])([F:42])[F:43])[cH:41][cH:40]3)[cH:39][cH:38][cH:37]2)=[O:25])[cH:32][cH:31][cH:30][cH:29]1)(=[O:35])=[O:36]. Starting materials: O=C([O-])[O-], Cc1cccc(O)c1, CN(C)C=O, O=C1CCc2cc(F)ccc21, [K+], [K+]. The product is Cc1cccc(Oc2ccc3c(c2)CCC3=O)c1. RXN SMILES: [C:12](=[O:13])([O-:14])[O-:15].[CH3:18][c:19]1[cH:20][cH:21][cH:22][c:23]([OH:24])[cH:25]1.[CH3:26][N:27]([CH3:28])[CH:29]=[O:30].[F:1][c:2]1[cH:3][c:4]2[c:8]([cH:9][cH:10]1)[C:7](=[O:11])[CH2:6][CH2:5]2.[K+:16].[K+:17]>>[c:2]1([O:24][c:23]2[cH:22][cH:21][cH:20][c:19]([CH3:18])[cH:25]2)[cH:3][c:4]2[c:8]([cH:9][cH:10]1)[C:7](=[O:11])[CH2:6][CH2:5]2.